This data is from the Open Reaction Database (ORD), a public repository of structured organic reaction records. The task is: describe an organic reaction: reactants, conditions, products, and yield Reaction SMILES: [BH4-:1].[CH2:17]1[O:18][CH2:19][CH2:20][CH2:21]1.[CH:3]1([CH:6]([C:7](=[O:8])[OH:9])[NH:10][CH:11]2[CH2:12][CH2:13]2)[CH2:4][CH2:5]1.[H:15][H:16].[I:14].[Na+:2]>>[CH:3]1([CH:6]([CH2:7][OH:8])[NH:10][CH:11]2[CH2:12][CH2:13]2)[CH2:4][CH2:5]1. The reactants are [BH4-], C1CCOC1, O=C(O)C(NC1CC1)C1CC1, [H][H], I, [Na+]. Product: OCC(NC1CC1)C1CC1.